Dataset: the Open Reaction Database (ORD), a public repository of structured organic reaction records. Task: describe an organic reaction: reactants, conditions, products, and yield Reactants: [Si](C)(C)(C(C)(C)C)O[C@@H]([C@@H](OC1=CC=C(C=C1)B(O)O)C)CCC=1C=NC=CC1 ((1S,2R)-4-[2-(tert-butyldimethylsilanyloxy)-1-methyl-4-pyridin-3-ylbutoxy]benzeneboronic acid), BrC1=C(C=C(C#N)C=C1)C (4-bromo-3-methylbenzonitrile), C([O-])([O-])=O.[Na+].[Na+] (sodium carbonate). The reagents and catalysts are C=1C=CC(=CC1)[P](C=2C=CC=CC2)(C=3C=CC=CC3)[Pd]([P](C=4C=CC=CC4)(C=5C=CC=CC5)C=6C=CC=CC6)([P](C=7C=CC=CC7)(C=8C=CC=CC8)C=9C=CC=CC9)[P](C=1C=CC=CC1)(C=1C=CC=CC1)C=1C=CC=CC1 (tetrakis(triphenylphosphine)palladium). Solvent: C1(=CC=CC=C1)C (toluene), C(C)O (ethanol). Run at temperature 100 celsius, time 2 hour. Yields the product O[C@@H]([C@@H](OC1=CC=C(C=C1)C1=C(C=C(C=C1)C#N)C)C)CCC=1C=NC=CC1 ((1S,2R)-4′-(2-Hydroxy-1-methyl-4-pyridin-3-yl-butoxy)-2-methyl-biphenyl-4-carbonitrile). The yield is 83.6%. RXN SMILES: [Si]([O:8][C@H:9]([CH2:22][CH2:23][C:24]1[CH:25]=[N:26][CH:27]=[CH:28][CH:29]=1)[C@H:10]([CH3:21])[O:11][C:12]1[CH:17]=[CH:16][C:15](B(O)O)=[CH:14][CH:13]=1)(C(C)(C)C)(C)C.Br[C:31]1[CH:38]=[CH:37][C:34]([C:35]#[N:36])=[CH:33][C:32]=1[CH3:39].C(=O)([O-])[O-].[Na+].[Na+]>C1(C)C=CC=CC=1.C(O)C.C1C=CC([P]([Pd]([P](C2C=CC=CC=2)(C2C=CC=CC=2)C2C=CC=CC=2)([P](C2C=CC=CC=2)(C2C=CC=CC=2)C2C=CC=CC=2)[P](C2C=CC=CC=2)(C2C=CC=CC=2)C2C=CC=CC=2)(C2C=CC=CC=2)C2C=CC=CC=2)=CC=1>[OH:8][C@H:9]([CH2:22][CH2:23][C:24]1[CH:25]=[N:26][CH:27]=[CH:28][CH:29]=1)[C@H:10]([CH3:21])[O:11][C:12]1[CH:13]=[CH:14][C:15]([C:31]2[CH:38]=[CH:37][C:34]([C:35]#[N:36])=[CH:33][C:32]=2[CH3:39])=[CH:16][CH:17]=1 |f:2.3.4,^1:59,61,80,99|. Procedure details: Prepared according to the method described in Example 12b) from (1S,2R)-4-[2-(tert-butyldimethylsilanyloxy)-1-methyl-4-pyridin-3-ylbutoxy]benzeneboronic acid (0.20 g, Example 11)), 4-bromo-3-methylbenzonitrile (0.20 g), 2M aqueous sodium carbonate solution (0.5 ml) and tetrakis(triphenylphosphine)palladium (0) (0.02 g) in toluene (5 ml) and ethanol (2 ml). The reaction mixture was heated at 100° C. under nitrogen for 4 hours. After cooling, the solution was concentrated under reduced pressure. C... Starting materials: CC(=O)O, Cl, NO, O, O=C1CN(N=Cc2ncc(-c3ccccc3)o2)C(=O)N1. Product: ON=Cc1ncc(-c2ccccc2)o1. As a reaction SMILES: [CH3:25][C:26](=[O:27])[OH:28].[ClH:1].[NH2:2][OH:3].[OH2:24].[c:4]1(-[c:10]2[cH:11][n:12][c:13]([CH:15]=[N:16][N:17]3[CH2:18][C:19](=[O:20])[NH:21][C:22]3=[O:23])[o:14]2)[cH:5][cH:6][cH:7][cH:8][cH:9]1>>[OH:3][N:16]=[CH:15][c:13]1[n:12][cH:11][c:10](-[c:4]2[cH:5][cH:6][cH:7][cH:8][cH:9]2)[o:14]1. Starting materials: N(CC(=O)N[C@@H](C)C(=O)NCC(=O)O)C(=O)OC(C)(C)C (Boc-Gly-Ala-Gly), CCN=C=NCCCN(C)C.Cl (EDC.HCl), O (H2O), Example 34A, Cl (HCl), Example 34B, C=1C=CC2=C(C1)N=NN2O (HOBT), N[C@H](C)C(=O)NCC(=O)OCC1=CC=CC=C1 (DAla-Gly-OBzl). Run in CN(C)C=O (DMF). Conditions: time 12 hour. The product is N(CC(=O)N[C@@H](C)C(=O)NCC(=O)N[C@H](C)C(=O)NCC(=O)OCC1=CC=CC=C1)C(=O)OC(C)(C)C (Boc-Gly-Ala-Gly-DAla-Gly-OBzl). The yield is 70.0%. As a reaction SMILES: [NH:1]([C:15]([O:17][C:18]([CH3:21])([CH3:20])[CH3:19])=[O:16])[CH2:2][C:3]([NH:5][C@H:6]([C:8]([NH:10][CH2:11][C:12]([OH:14])=O)=[O:9])[CH3:7])=[O:4].C1C=CC2N(O)N=NC=2C=1.O.CCN=C=NCCCN(C)C.Cl.[NH2:45][C@@H:46]([C:48]([NH:50][CH2:51][C:52]([O:54][CH2:55][C:56]1[CH:61]=[CH:60][CH:59]=[CH:58][CH:57]=1)=[O:53])=[O:49])[CH3:47].Cl>CN(C=O)C>[NH:1]([C:15]([O:17][C:18]([CH3:21])([CH3:20])[CH3:19])=[O:16])[CH2:2][C:3]([NH:5][C@H:6]([C:8]([NH:10][CH2:11][C:12]([NH:45][C@@H:46]([C:48]([NH:50][CH2:51][C:52]([O:54][CH2:55][C:56]1[CH:57]=[CH:58][CH:59]=[CH:60][CH:61]=1)=[O:53])=[O:49])[CH3:47])=[O:14])=[O:9])[CH3:7])=[O:4] |f:3.4|. Procedure: To a solution of Boc-Gly-Ala-Gly prepared as in Example 34B (11.0 g, 36.5 mmol) in anhydrous DMF (270 ml), was added HOBT.H2O (5.46 g, 40.4 mmol), EDC.HCl (7.74 g, 40.4 mmol), and DAla-Gly-OBzl .HCl prepared as in Example 34A (9.95 g, 36.5 mmol). The pH of the resulting solution was adjusted to ~8 (measured by spotting the reaction mixture on moistened Hydrion paper) and the reaction mixture was allowed to stir at room temperature for 12 h thereafter. The solution was concentrated in vacuo and t... Reactants: Cl (HCl), C(C)(C)(C)O[Si](Cl)(Cl)OC(C)(C)C (bis(tert-butoxy)dichlorosilane), [Si](Cl)(Cl)(Cl)Cl (SiCl4), C(C)(C)(C)O (tert-butanol), C(=O)=O (dry ice), NH4. Solvent: N1=CC=CC=C1 (pyridine), CCCCCC (hexane), C(C)(C)O (iso-propanol), N1=CC=CC=C1 (pyridine), N1=CC=CC=C1 (pyridine), C(C)(C)O (iso-propanol), O (water), CCOCC (ether). Run at temperature -20 celsius. Product: C(C)(C)(C)O[Si](O)(OC(C)C)OC(C)(C)C (bis(tert-butoxy)(iso-propoxy)silanol). As a reaction SMILES: [C:1]([O:5][Si:6]([O:9][C:10]([CH3:13])([CH3:12])[CH3:11])(Cl)Cl)([CH3:4])([CH3:3])[CH3:2].[Si](Cl)(Cl)(Cl)Cl.[C:19]([OH:23])(C)([CH3:21])[CH3:20].C(=O)=[O:25].Cl>O.CCOCC.N1C=CC=CC=1.C(O)(C)C.CCCCCC>[C:1]([O:5][Si:6]([O:9][C:10]([CH3:13])([CH3:12])[CH3:11])([O:23][CH:19]([CH3:21])[CH3:20])[OH:25])([CH3:4])([CH3:3])[CH3:2]. Reported procedure: 20 g (0.0799 mol) of bis(tert-butoxy)dichlorosilane prepared by reaction of SiCl4 with two equivalents of tert-butanol in the presence of pyridine was loaded in a 1000 ml three-neck flask with 200 ml hexane. The flask was cooled down to −20° C. with a cold bath containing dry ice and iso-propanol. 4.8 g (0.08 mol) of iso-propanol was added. The temperature was kept at less than −20° C. 6.3 g of pyridine was added to the flask slowly to generate a lot of white precipitate, which is pyridine.HCl. ... The reactants are C(\C=C(/C)\CCC[C@H](C)CCC[C@H](C)CCCC(C)C)N (Phytylamine), C1(CCC(=O)O1)=O (succinic anhydride). Run in N1=CC=CC=C1 (pyridine). The product is C(CC(C)CCCC(C)CCCC(C)CCCC(C)C)N (phytanamine). The yield is 52.7%. RXN SMILES: [CH2:1]([NH2:21])/[CH:2]=[C:3](/[CH2:5][CH2:6][CH2:7][C@@H:8]([CH2:10][CH2:11][CH2:12][C@@H:13]([CH2:15][CH2:16][CH2:17][CH:18]([CH3:20])[CH3:19])[CH3:14])[CH3:9])\[CH3:4].C1(=O)OC(=O)CC1>N1C=CC=CC=1>[CH2:1]([NH2:21])[CH2:2][CH:3]([CH2:5][CH2:6][CH2:7][CH:8]([CH2:10][CH2:11][CH2:12][CH:13]([CH2:15][CH2:16][CH2:17][CH:18]([CH3:20])[CH3:19])[CH3:14])[CH3:9])[CH3:4]. Procedure details: Phytylamine (2.32 g), succinic anhydride (1.16 g) and pyridine (10 ml) was stirred at room temperature for 48 hours. Most of the pyridine was removed under reduced pressure and the crude product dissolved in dichloromethane and washed with 2M HCl (2×100 ml). The organic was layer separated, dried (MgSO4) and concentrated in vacuo to dryness. The crude product was chromotographed (ethyl acetate as eluant) to give phytanamine hemisuccinamide 1.23 g (91%) as a thick liquid which solidified on stand... The yield is 94.7%. The reactants are C(C1=CC=CC=C1)(=O)N[C@H](CO)CC1=CC=NC=C1 ((S)-2-(N-Benzoylamino)-3-(4-pyridyl)-1-propanol). Solvent: Cl (hydrochloric acid). Reported procedure: To Compound A2 (550 mg, 2.15 mmol) obtained in Reference Example 2 was added concentrated hydrochloric acid (10 mL), and the mixture was stirred with heating for 7 hours. After the reaction mixture was cooled and the deposited solid was removed by filtration, the filtrate was concentrated under reduced pressure. The resulting oil was dissolved in methanol (20 mL) and water (1 mL), and to the solution was added BioRad AG-X8 (hydroxide form) until the solution became alkaline. After the resin was ... Reaction SMILES: C([NH:9][C@@H:10]([CH2:13][C:14]1[CH:19]=[CH:18][N:17]=[CH:16][CH:15]=1)[CH2:11][OH:12])(=O)C1C=CC=CC=1>Cl>[NH2:9][C@@H:10]([CH2:13][C:14]1[CH:15]=[CH:16][N:17]=[CH:18][CH:19]=1)[CH2:11][OH:12]. Yields the product N[C@H](CO)CC1=CC=NC=C1 ((S)-2-Amino-3-(4-pyridyl)-1-propanol). Starting materials: polyphosphoric acid, [OH-].[Na+] (NaOH), C1CC(N2CC=3C=CC=CC3C(C21)=O)=NO (1,10a-dihydropyrrolo[1,2-b]isoquinoline-3,10[2H,5H]-dione oxime), ice water. Solvent: C(C)(=O)OCC (ethyl acetate). Conditions: time 10 minute. Product: N1C=2C3=C(C=NC2CCC1=O)C=CC=C3 (1,4-Dihydrobenzo[c]-1,5-naphthyridin-2(3H)-one). As a reaction SMILES: [CH2:1]1[CH:13]2[N:4]([CH2:5][C:6]3[CH:7]=[CH:8][CH:9]=[CH:10][C:11]=3[C:12]2=O)[C:3](=[N:15]O)[CH2:2]1.[OH-:17].[Na+]>C(OCC)(=O)C>[NH:15]1[C:3](=[O:17])[CH2:2][CH2:1][C:13]2[N:4]=[CH:5][C:6]3[CH:7]=[CH:8][CH:9]=[CH:10][C:11]=3[C:12]1=2 |f:1.2|. Procedure: To 300 g of vigorously stirred polyphosphoric acid warmed to 115° C., 10 g of 1,10a-dihydropyrrolo[1,2-b]isoquinoline-3,10[2H,5H]-dione oxime was added. The mixture was held at this bath temperature for 10 minutes. The internal temperature rose to 135°-140° C. The mixture was then poured into 1500 ml of ice water, and the mixture was basified with 50% NaOH to about pH=8 and the resultant crystalline precipitate was collected to give 7.14 g of crude product. Chromatography on a silica gel column,...